Dataset: the Open Reaction Database (ORD), a public repository of structured organic reaction records. Task: describe an organic reaction: reactants, conditions, products, and yield Reactants: ClC=1C=CC(=C(C1)C1=CC(N(C=C1OC)C(C(=O)NC1=CC=C(C(=O)OC(C)(C)C)C=C1)CC1(CC1)C)=O)C#N (tert-butyl 4-({2-[4-(5-chloro-2-cyanophenyl)-5-methoxy-2-oxopyridin-1(2H)-yl]-3-(1-methylcyclopropyl)propanoyl}amino)benzoate), C(=O)(C(F)(F)F)O (TFA). Run at time 35 minute. The product is ClC=1C=CC(=C(C1)C1=CC(N(C=C1OC)C(C(=O)NC1=CC=C(C(=O)O)C=C1)CC1(CC1)C)=O)C#N (4-({2-[4-(5-Chloro-2-cyanophenyl)-5-methoxy-2-oxopyridin-1(2H)-yl]-3-(1-methylcyclopropyl)propanoyl}amino)benzoic acid). Reaction SMILES: [Cl:1][C:2]1[CH:3]=[CH:4][C:5]([C:39]#[N:40])=[C:6]([C:8]2[C:13]([O:14][CH3:15])=[CH:12][N:11]([CH:16]([CH2:33][C:34]3([CH3:37])[CH2:36][CH2:35]3)[C:17]([NH:19][C:20]3[CH:32]=[CH:31][C:23]([C:24]([O:26]C(C)(C)C)=[O:25])=[CH:22][CH:21]=3)=[O:18])[C:10](=[O:38])[CH:9]=2)[CH:7]=1.C(O)(C(F)(F)F)=O>>[Cl:1][C:2]1[CH:3]=[CH:4][C:5]([C:39]#[N:40])=[C:6]([C:8]2[C:13]([O:14][CH3:15])=[CH:12][N:11]([CH:16]([CH2:33][C:34]3([CH3:37])[CH2:36][CH2:35]3)[C:17]([NH:19][C:20]3[CH:32]=[CH:31][C:23]([C:24]([OH:26])=[O:25])=[CH:22][CH:21]=3)=[O:18])[C:10](=[O:38])[CH:9]=2)[CH:7]=1. Procedure: 100 mg (178 μmol) of tert-butyl 4-({2-[4-(5-chloro-2-cyanophenyl)-5-methoxy-2-oxopyridin-1(2H)-yl]-3-(1-methylcyclopropyl)propanoyl}amino)benzoate (racemate) and 274 μl (3.56 mmol) of TFA were reacted according to General Method 2. The reaction mixture was purified by preparative HPLC [column: Chromatorex C18, 10 μm, 125 mm×30 mm, mobile phase: acetonitrile/water gradient (0 to 3 min 15% acetonitrile, to 35 min 90% acetonitrile and a further 3 min 90% acetonitrile)]. Yield: 107 mg (27% of theory... As a reaction SMILES: [SH:1][C:2]1[O:3][C:4]2[CH:10]=[CH:9][CH:8]=[CH:7][C:5]=2[N:6]=1.[C:11]1([CH3:23])[CH:16]=[CH:15][C:14]([S:17]([O:20]CC)(=[O:19])=[O:18])=[CH:13][CH:12]=1.[CH2:24](O)[CH3:25]>>[CH2:11]([S:1][C:2]1[O:3][C:4]2[CH:10]=[CH:9][CH:8]=[CH:7][C:5]=2[N+:6]=1[CH2:24][CH3:25])[CH3:12].[CH3:23][C:11]1[CH:16]=[CH:15][C:14]([S:17]([OH:20])(=[O:19])=[O:18])=[CH:13][CH:12]=1 |f:3.4|. Yields the product C(C)SC=1OC2=C([N+]1CC)C=CC=C2.CC=1C=CC(=CC1)S(=O)(=O)O (2-ethylmercapto-3-ethylbenzoxazolium p-toluenesulfonate). Run at temperature 150 celsius. Starting materials: C(C)O (ethanol), C(C)O (ethanol), SC=1OC2=C(N1)C=CC=C2 (2-mercaptobenzoxazole), C1(=CC=C(C=C1)S(=O)(=O)OCC)C (ethyl p-toluenesulfonate). Reported procedure: A mixture of 3.0 g of 2-mercaptobenzoxazole and 12.0 g of ethyl p-toluenesulfonate was heated to 150° C. to react them for 6 hours. The reaction product was cooled to 80° C., and 25 ml of ethanol was added to it, thereby producing an ethanol solution of 2-ethylmercapto-3-ethylbenzoxazolium-p-toluenesulfonate. Reactants: CCOP(=O)(CP(=O)(OCC)OCC)OCC, O=Cc1cc(N2C(=O)C3=C(CCCC3)C2=O)c(F)cc1Cl, [H-], [Na+]. Product: CCOP(=O)(C=Cc1cc(N2C(=O)C3=C(CCCC3)C2=O)c(F)cc1Cl)OCC. Reaction SMILES: [CH2:1]([P:2]([O:3][CH2:4][CH3:5])(=[O:6])[O:7][CH2:8][CH3:9])[P:10]([O:11][CH2:12][CH3:13])(=[O:14])[O:15][CH2:16][CH3:17].[Cl:20][c:21]1[c:22]([CH:23]=[O:24])[cH:25][c:26]([N:30]2[C:31](=[O:40])[C:32]3=[C:37]([CH2:36][CH2:35][CH2:34][CH2:33]3)[C:38]2=[O:39])[c:27]([F:29])[cH:28]1.[H-:18].[Na+:19]>>[CH:1]([P:10]([O:11][CH2:12][CH3:13])(=[O:14])[O:15][CH2:16][CH3:17])=[CH:23][c:22]1[c:21]([Cl:20])[cH:28][c:27]([F:29])[c:26]([N:30]2[C:31](=[O:40])[C:32]3=[C:37]([CH2:36][CH2:35][CH2:34][CH2:33]3)[C:38]2=[O:39])[cH:25]1. Starting materials: CC(C)(C)CC(O)c1ccc(CNC(=O)OC(C)(C)C)c(F)c1, C1COCCO1. Product: CC(C)(C)CC(=O)c1ccc(CNC(=O)OC(C)(C)C)c(F)c1. RXN SMILES: [C:1]([CH3:2])([CH3:3])([CH3:4])[O:5][C:6](=[O:7])[NH:8][CH2:9][c:10]1[c:11]([F:23])[cH:12][c:13]([CH:16]([CH2:17][C:18]([CH3:19])([CH3:20])[CH3:21])[OH:22])[cH:14][cH:15]1.[CH2:24]1[O:25][CH2:26][CH2:27][O:28][CH2:29]1>>[C:1]([CH3:2])([CH3:3])([CH3:4])[O:5][C:6](=[O:7])[NH:8][CH2:9][c:10]1[c:11]([F:23])[cH:12][c:13]([C:16]([CH2:17][C:18]([CH3:19])([CH3:20])[CH3:21])=[O:22])[cH:14][cH:15]1. Reactants: C([O-])([O-])=O.[NH4+].[NH4+] (ammonium carbonate), BrCCC(CC(=O)OC)(C)C (methyl 5-bromo-3,3-dimethylpentanoate), [N+]1(=CC=CC=C1)[O-] (pyridine-N-oxide), C([O-])(O)=O.[Na+] (sodium bicarbonate). Solvent: C1(=CC=CC=C1)C (toluene), O (water), C1(=CC=CC=C1)C (toluene). Product: CC(CC(=O)OC)(CC=O)C (methyl 3,3-dimethyl-5-oxopentanoate). Yield: 63.0%. As a reaction SMILES: Br[CH2:2][CH2:3][C:4]([CH3:11])([CH3:10])[CH2:5][C:6]([O:8][CH3:9])=[O:7].[N+]1([O-:18])C=CC=CC=1.C(=O)(O)[O-].[Na+].C(=O)([O-])[O-].[NH4+].[NH4+]>C1(C)C=CC=CC=1.O>[CH3:10][C:4]([CH3:11])([CH2:3][CH:2]=[O:18])[CH2:5][C:6]([O:8][CH3:9])=[O:7] |f:2.3,4.5.6|. Reported procedure: A mixture of methyl 5-bromo-3,3-dimethylpentanoate (5.0 g), pyridine-N-oxide (4.49 g), sodium bicarbonate (3.77 g) and toluene (30 cm3) was heated at the reflux temperature with vigorous agitation for a period of 14 hours. After cooling the mixture to the ambient temperature, water (20 cm3), saturated ammonium carbonate solution (20 cm3) and toluene (50 cm3) were added and the aqueous phase separated and extracted with toluene (3×75 cm3). The toluene extracts were added to the main organic phase...